From a dataset of the Open Reaction Database (ORD), a public repository of structured organic reaction records. describe an organic reaction: reactants, conditions, products, and yield Starting materials: OCC=1C=CC2=C(N(C(CO2)=O)CCCOC)C1 (6-hydroxymethyl-4-(3-methoxy-propyl)-4H-benzo[1,4]oxazin-3-one), Br[Si](C)(C)C (bromotrimethylsilane). Run in C(Cl)(Cl)Cl (chloroform). Conditions: time 30 minute. Product: BrCC=1C=CC2=C(N(C(CO2)=O)CCCOC)C1 (6-Bromomethyl-4-(3-methoxy-propyl)-4H-benzo[1,4]oxazin-3-one). RXN SMILES: O[CH2:2][C:3]1[CH:4]=[CH:5][C:6]2[O:11][CH2:10][C:9](=[O:12])[N:8]([CH2:13][CH2:14][CH2:15][O:16][CH3:17])[C:7]=2[CH:18]=1.[Br:19][Si](C)(C)C>C(Cl)(Cl)Cl>[Br:19][CH2:2][C:3]1[CH:4]=[CH:5][C:6]2[O:11][CH2:10][C:9](=[O:12])[N:8]([CH2:13][CH2:14][CH2:15][O:16][CH3:17])[C:7]=2[CH:18]=1. Procedure: To a solution of 74.0 g of 6-hydroxymethyl-4-(3-methoxy-propyl)-4H-benzo[1,4]oxazin-3-one (from example 1 g) in 600 ml of chloroform are added 58 ml of bromotrimethylsilane at room temperature. The reaction mixture is stirred for 30 minutes and concentrated under reduced pressure. The residue is purified by flash chromatography (SiO2 60 F) to afford the title compound as an off white solid. Rf=0.46 (EtOAc-heptane 1:1); Rt=4.03. Starting materials: [OH-].[Na+] (NaOH), COC1=CC=C(C=C1)C(C1=CC=CC=C1)(C1=CC=CC=C1)NCCN(CC(=O)OC)C(CC1=NNC2=NC=NC(=C21)NC(=O)C2=CC=C(C=C2)OC)=O (Methyl 2-[N-(2-{[(4-methoxyphenyl)diphenylmethyl]amino}ethyl)-2-{4-[(4-methoxyphenyl)carbonylamino]pyrazolo[5,4-d]pyrimidinyl}acetylamino]acetate), HKSO4. Run in O1CCOCC1 (dioxane). Conditions: temperature 0 celsius, time 2 hour. The product is COC1=CC=C(C=C1)C(C1=CC=CC=C1)(C1=CC=CC=C1)NCCN(CC(=O)O)C(CC1=NNC2=NC=NC(=C21)NC(=O)C2=CC=C(C=C2)OC)=O (2-[N-(2-{[(4-Methoxyphenyl)diphenylmethyl]amino}ethyl)-2-{4-[(4-methoxyphenyl)carbonylamino]pyrazolo[5,4-d]pyrimidinyl]acetylamino}acetic acid). As a reaction SMILES: [CH3:1][O:2][C:3]1[CH:8]=[CH:7][C:6]([C:9]([NH:22][CH2:23][CH2:24][N:25]([C:31](=[O:53])[CH2:32][C:33]2[C:41]3[C:36](=[N:37][CH:38]=[N:39][C:40]=3[NH:42][C:43]([C:45]3[CH:50]=[CH:49][C:48]([O:51][CH3:52])=[CH:47][CH:46]=3)=[O:44])[NH:35][N:34]=2)[CH2:26][C:27]([O:29]C)=[O:28])([C:16]2[CH:21]=[CH:20][CH:19]=[CH:18][CH:17]=2)[C:10]2[CH:15]=[CH:14][CH:13]=[CH:12][CH:11]=2)=[CH:5][CH:4]=1.[OH-].[Na+]>O1CCOCC1>[CH3:1][O:2][C:3]1[CH:4]=[CH:5][C:6]([C:9]([NH:22][CH2:23][CH2:24][N:25]([C:31](=[O:53])[CH2:32][C:33]2[C:41]3[C:36](=[N:37][CH:38]=[N:39][C:40]=3[NH:42][C:43]([C:45]3[CH:46]=[CH:47][C:48]([O:51][CH3:52])=[CH:49][CH:50]=3)=[O:44])[NH:35][N:34]=2)[CH2:26][C:27]([OH:29])=[O:28])([C:16]2[CH:17]=[CH:18][CH:19]=[CH:20][CH:21]=2)[C:10]2[CH:15]=[CH:14][CH:13]=[CH:12][CH:11]=2)=[CH:7][CH:8]=1 |f:1.2|. Procedure details: Compound (12) (1.43 g; 2 mmole) is dissolved in dioxane (10 ml). The solution is cooled to 0° C., and 1 M aqueous NaOH (8.66 ml) is added drop-wise in 5 aliquots over 2.5 hours. After an additional 2 hours at room temperature, the pH is adjusted to 5 by drop-wise addition of 2M HKSO4. Precipitated salts are filtered off, washed with dioxane, then the combined filtrates are dried in vacuo. The residue (13) is co-evaporated with ethanol and methanol/CH2Cl2, then purified by silica gel chromatograp... Starting materials: CC1=C(C(=O)O)C=CC(=C1)C (2,4-Dimethylbenzoic acid), C(C(=O)Cl)(=O)Cl (oxalyl chloride). The reagents and catalysts are CN(C)C=O (DMF). The solvent is ClCCl (dichloromethane). Run at time 3 hour. The product is CC1=C(C(=O)Cl)C=CC(=C1)C (2,4-Dimethylbenzoyl chloride). Reaction SMILES: [CH3:1][C:2]1[CH:10]=[C:9]([CH3:11])[CH:8]=[CH:7][C:3]=1[C:4](O)=[O:5].C(Cl)(=O)C([Cl:15])=O>ClCCl.CN(C=O)C>[CH3:1][C:2]1[CH:10]=[C:9]([CH3:11])[CH:8]=[CH:7][C:3]=1[C:4]([Cl:15])=[O:5]. Reported procedure: 2,4-Dimethylbenzoic acid (1.502 g, 10 mmol, commercially available from e.g. Sigma-Aldrich, Fluka or Alfa Aesar) in dichloromethane (DCM) (40 mL) was cooled to 0° C., before oxalyl chloride (0.963 mL, 11.00 mmol) and a few drops of DMF (cat.) were added. The solution was then stirred under argon for 3 hours. The solvent was then evaporated in vacuo and the remaining residue was azeotroped with toluene (2×20 mL) to yield the product in 1.639 g.